describe an organic reaction: reactants, conditions, products, and yield From a dataset of the Open Reaction Database (ORD), a public repository of structured organic reaction records. Reactants: C(C)C1C(CC(C(C(OC(C2CCCCN2C(C(C2(C(CC(C(C(CC(CC(=C1)C)C)OC)O2)OC)C)O)=O)=O)=O)C(=CC2CC(C(CC2)O)OC2=CC1=CC=C(C=C1C=C2)O[Si](C)(C)C(C)(C)C)C)C)O)=O (17-ethyl-1,14-dihydroxy-12-[2'-(3"-(6'"-tert-butyldimethylsilyloxynaphth-2-yloxy)-4"-hydroxycyclohexyl)-1'-methylvinyl]23,25-dimethoxy-13,19,21,27-tetramethyl-11,28-dioxa-4-azatricyclo[22.3.1.04,9 ]octacos-18-ene-2,3,10,16-tetraone), C1(=CC=C(C=C1)S(=O)(=O)O)C (p-toluenesulfonic acid). The solvent is C(Cl)Cl (CH2Cl2), CO (methanol). Conditions: temperature 0 celsius, time 1.25 hour. The product is C(C)C1C(CC(C(C(OC(C2CCCCN2C(C(C2(C(CC(C(C(CC(CC(=C1)C)C)OC)O2)OC)C)O)=O)=O)=O)C(=CC2CC(C(CC2)O)OC2=CC1=CC=C(C=C1C=C2)O)C)C)O)=O (17-ethyl-1,14-dihydroxy-12-[2'-(3"-(6'"-hydroxynaphth-2-yloxy)-4"-hydroxycyclohexyl)-1'-methylvinyl]23,25-dimethoxy-13,19,21,27-tetramethyl-11,28-dioxa-4-azatricyclo [22.3.1.04,9 ]octacos-18-ene-2,3,10,16-tetraone). The yield is 56.2%. RXN SMILES: [CH2:1]([CH:3]1[CH:29]=[C:28]([CH3:30])[CH2:27][CH:26]([CH3:31])[CH2:25][CH:24]([O:32][CH3:33])[CH:23]2[O:34][C:19]([OH:38])([CH:20]([CH3:37])[CH2:21][CH:22]2[O:35][CH3:36])[C:18](=[O:39])[C:17](=[O:40])[N:16]2[CH:11]([CH2:12][CH2:13][CH2:14][CH2:15]2)[C:10](=[O:41])[O:9][CH:8]([C:42]([CH3:70])=[CH:43][CH:44]2[CH2:49][CH2:48][CH:47]([OH:50])[CH:46]([O:51][C:52]3[CH:61]=[CH:60][C:59]4[C:54](=[CH:55][CH:56]=[C:57]([O:62][Si](C(C)(C)C)(C)C)[CH:58]=4)[CH:53]=3)[CH2:45]2)[CH:7]([CH3:71])[CH:6]([OH:72])[CH2:5][C:4]1=[O:73])[CH3:2].C1(C)C=CC(S(O)(=O)=O)=CC=1>C(Cl)Cl.CO>[CH2:1]([CH:3]1[CH:29]=[C:28]([CH3:30])[CH2:27][CH:26]([CH3:31])[CH2:25][CH:24]([O:32][CH3:33])[CH:23]2[O:34][C:19]([OH:38])([CH:20]([CH3:37])[CH2:21][CH:22]2[O:35][CH3:36])[C:18](=[O:39])[C:17](=[O:40])[N:16]2[CH:11]([CH2:12][CH2:13][CH2:14][CH2:15]2)[C:10](=[O:41])[O:9][CH:8]([C:42]([CH3:70])=[CH:43][CH:44]2[CH2:49][CH2:48][CH:47]([OH:50])[CH:46]([O:51][C:52]3[CH:61]=[CH:60][C:59]4[C:54](=[CH:55][CH:56]=[C:57]([OH:62])[CH:58]=4)[CH:53]=3)[CH2:45]2)[CH:7]([CH3:71])[CH:6]([OH:72])[CH2:5][C:4]1=[O:73])[CH3:2]. Procedure details: To a stirred solution of 17-ethyl-1,14-dihydroxy-12-[2'-(3"-(6'"-tert-butyldimethylsilyloxynaphth-2-yloxy)-4"-hydroxycyclohexyl)-1'-methylvinyl]23,25-dimethoxy-13,19,21,27-tetramethyl-11,28-dioxa-4-azatricyclo[22.3.1.04,9 ]octacos-18-ene-2,3,10,16-tetraone (41.6 mg) in CH2Cl2 (1.5 mL.) at 0° C. was added a solution of p-toluenesulfonic acid in methanol (1.5 mL. of a 10% w/v solution). The mixture was stirred 1.25 h at 0° C. and then 1.75 h at room temperature. The reaction mixture was quenched w... Starting materials: [Al+3], CN(C)CCOc1ccc2c(c1)C(=O)C(C)(C)CC2c1ccc(Cl)cc1, [H-], [H-], [H-], [H-], [Li+], [Na+], [OH-]. The product is CN(C)CCOc1ccc2c(c1)C(O)C(C)(C)CC2c1ccc(Cl)cc1. As a reaction SMILES: [Al+3:29].[Cl:1][c:2]1[cH:3][cH:4][c:5]([CH:8]2[CH2:9][C:10]([CH3:25])([CH3:26])[C:11](=[O:24])[c:12]3[cH:13][c:14]([O:18][CH2:19][CH2:20][N:21]([CH3:22])[CH3:23])[cH:15][cH:16][c:17]32)[cH:6][cH:7]1.[H-:27].[H-:30].[H-:31].[H-:32].[Li+:28].[Na+:34].[OH-:33]>>[Cl:1][c:2]1[cH:3][cH:4][c:5]([CH:8]2[CH2:9][C:10]([CH3:25])([CH3:26])[CH:11]([OH:24])[c:12]3[cH:13][c:14]([O:18][CH2:19][CH2:20][N:21]([CH3:22])[CH3:23])[cH:15][cH:16][c:17]32)[cH:6][cH:7]1.